Dataset: the Open Reaction Database (ORD), a public repository of structured organic reaction records. Task: describe an organic reaction: reactants, conditions, products, and yield Reactants: N1CCCC1 (Pyrrolidine), Cl.C(C)N=C=NCCCN(C)C (1-ethyl-3-(3-dimethylaminopropyl)carbodiimide hydrochloride), O.ON1N=NC2=C1C=CC=C2 (1-hydroxybenzotriazole monohydrate), C(C1=CC=CC=C1)(=O)C1=CC2=C(N=C(N2)C=2C=C(NC2)C(=O)O)C=C1 (4-(5-benzoylbenzimidazol-2-yl)-pyrrole-2-carboxylic acid). The solvent is O (water), CN(C=O)C (N,N-dimethylformamide), N1=CC=CC=C1 (pyridine). Conditions: temperature 80 celsius, time 8 hour. The product is C(C1=CC=CC=C1)(=O)C1=CC2=C(N=C(N2)C=2C=C(NC2)C(=O)N2CCCC2)C=C1 (((4-(5-benzoylbenzimidazol-2-yl)-pyrrol-2-yl)-carbonyl)pyrrolidine). The yield is 78.2%. RXN SMILES: [C:1]([C:9]1[CH:25]=[CH:24][C:12]2[N:13]=[C:14]([C:16]3[CH:17]=[C:18]([C:21](O)=[O:22])[NH:19][CH:20]=3)[NH:15][C:11]=2[CH:10]=1)(=[O:8])[C:2]1[CH:7]=[CH:6][CH:5]=[CH:4][CH:3]=1.[NH:26]1[CH2:30][CH2:29][CH2:28][CH2:27]1.Cl.C(N=C=NCCCN(C)C)C.O.ON1C2C=CC=CC=2N=N1>CN(C)C=O.N1C=CC=CC=1.O>[C:1]([C:9]1[CH:25]=[CH:24][C:12]2[N:13]=[C:14]([C:16]3[CH:17]=[C:18]([C:21]([N:26]4[CH2:30][CH2:29][CH2:28][CH2:27]4)=[O:22])[NH:19][CH:20]=3)[NH:15][C:11]=2[CH:10]=1)(=[O:8])[C:2]1[CH:3]=[CH:4][CH:5]=[CH:6][CH:7]=1 |f:2.3,4.5|. Reported procedure: The 4-(5-benzoylbenzimidazol-2-yl)-pyrrole-2-carboxylic acid (130 mg) obtained in Example 5 was dissolved in N,N-dimethylformamide (2 ml) and pyridine (2 ml). Pyrrolidine (56 mg), 1-ethyl-3-(3-dimethylaminopropyl)carbodiimide hydrochloride (112 mg), and 1-hydroxybenzotriazole monohydrate (80 mg) were added and stirred overnight at 80° C. After the starting material was disappeared, the reaction mixture was allowed to cool to room temperature, and then added dropwise to water. The precipitate was...